This data is from the Open Reaction Database (ORD), a public repository of structured organic reaction records. The task is: describe an organic reaction: reactants, conditions, products, and yield The reactants are C1CCOC1, COCCOc1cc2ncnc(Sc3cccc(N)c3)c2cc1OC, CCN(C(C)C)C(C)C, CC(CF)(CF)c1cc(NC(=O)Oc2ccccc2)n(-c2ccccc2)n1. Product: COCCOc1cc2ncnc(Sc3cccc(NC(=O)Nc4cc(C(C)(CF)CF)nn4-c4ccccc4)c3)c2cc1OC. As a reaction SMILES: [CH2:62]1[O:63][CH2:64][CH2:65][CH2:66]1.[CH3:28][O:29][c:30]1[cH:31][c:32]2[c:33]([S:45][c:46]3[cH:47][c:48]([NH2:49])[cH:50][cH:51][cH:52]3)[n:34][cH:35][n:36][c:37]2[cH:38][c:39]1[O:40][CH2:41][CH2:42][O:43][CH3:44].[CH:53]([N:54]([CH2:55][CH3:56])[CH:57]([CH3:58])[CH3:59])([CH3:60])[CH3:61].[F:1][CH2:2][C:3]([CH2:4][F:5])([CH3:6])[c:7]1[n:8][n:9](-[c:22]2[cH:23][cH:24][cH:25][cH:26][cH:27]2)[c:10]([NH:12][C:13]([O:14][c:15]2[cH:16][cH:17][cH:18][cH:19][cH:20]2)=[O:21])[cH:11]1>>[F:1][CH2:2][C:3]([CH2:4][F:5])([CH3:6])[c:7]1[n:8][n:9](-[c:22]2[cH:23][cH:24][cH:25][cH:26][cH:27]2)[c:10]([NH:12][C:13](=[O:21])[NH:49][c:48]2[cH:47][c:46]([S:45][c:33]3[c:32]4[cH:31][c:30]([O:29][CH3:28])[c:39]([O:40][CH2:41][CH2:42][O:43][CH3:44])[cH:38][c:37]4[n:36][cH:35][n:34]3)[cH:52][cH:51][cH:50]2)[cH:11]1. Reaction SMILES: Br.Br.[O:3]1[C:8]2[CH:9]=[CH:10][CH:11]=[CH:12][C:7]=2[O:6][CH2:5][CH:4]1[CH2:13][N:14]1[CH2:19][CH2:18][CH:17]([CH2:20][NH2:21])[CH2:16][CH2:15]1.CS([C:26]1[S:27][C:28]2[CH:33]=[CH:32][N:31]=[CH:30][C:29]=2[N:34]=1)(=O)=O.C(=O)([O-])[O-].[Na+].[Na+]>CN(C)C(=O)C>[O:3]1[C:8]2[CH:9]=[CH:10][CH:11]=[CH:12][C:7]=2[O:6][CH2:5][CH:4]1[CH2:13][N:14]1[CH2:15][CH2:16][CH:17]([CH2:20][NH:21][C:26]2[S:27][C:28]3[CH:33]=[CH:32][N:31]=[CH:30][C:29]=3[N:34]=2)[CH2:18][CH2:19]1 |f:0.1.2,4.5.6|. The product is O1C(COC2=C1C=CC=C2)CN2CCC(CC2)CNC=2SC1=C(C=NC=C1)N2 (N-[[1-[(2,3-dihydro-1,4-benzodioxin-2-yl)methyl]-4-piperidinyl]methyl]thiazolo[4,5-c]pyridin-2-amine). The solvent is CN(C(C)=O)C (N,N-dimethylacetamide). Isolated yield 20.0%. Conditions: temperature 150 celsius, time 2 hour. Procedure details: A mixture of 6.7 parts of 1-[(2,3-dihydro-1,4-benzodioxin-2-yl)methyl]-4-piperidinemethanamine dihydrobromide, 3.26 parts of 2-(methylsulfonyl)thiazolo[4,5-c]pyridine, 4.25 parts of sodium carbonate and 18 parts of N,N-dimethylacetamide was stirred for 2 hours at 150° C. The reaction mixture was poured into ice water. The product was extracted with 4-methyl-2-pentanone. The extract was dried, filtered and evaporated. The residue was purified by column chromatography over silica gel using a mixtu... The reactants are ice water, Br.Br.O1C(COC2=C1C=CC=C2)CN2CCC(CC2)CN (1-[(2,3-dihydro-1,4-benzodioxin-2-yl)methyl]-4-piperidinemethanamine dihydrobromide), CS(=O)(=O)C=1SC2=C(C=NC=C2)N1 (2-(methylsulfonyl)thiazolo[4,5-c]pyridine), C([O-])([O-])=O.[Na+].[Na+] (sodium carbonate). Starting materials: CC(=CBr)c1ccc(F)c(F)c1, Cc1ccc2[nH]c3c(c2c1)CCN(C)CC3, [Cu]I, [K+], [K+], [K+], CN(C)C=O, O=C(O)C1CCCN1, O=P([O-])([O-])[O-]. Yields the product CC(=Cn1c2c(c3cc(C)ccc31)CCN(C)CC2)c1ccc(F)c(F)c1. Reaction SMILES: [Br:33][CH:34]=[C:35]([CH3:36])[c:37]1[cH:38][c:39]([F:44])[c:40]([F:43])[cH:41][cH:42]1.[CH3:1][N:2]1[CH2:3][CH2:4][c:5]2[nH:6][c:7]3[cH:8][cH:9][c:10]([CH3:16])[cH:11][c:12]3[c:13]2[CH2:14][CH2:15]1.[Cu:50][I:51].[K+:30].[K+:31].[K+:32].[O:45]=[CH:46][N:47]([CH3:48])[CH3:49].[OH:17][C:18]([CH:19]1[NH:20][CH2:21][CH2:22][CH2:23]1)=[O:24].[P:25]([O-:26])([O-:27])([O-:28])=[O:29]>>[CH3:1][N:2]1[CH2:3][CH2:4][c:5]2[n:6]([CH:34]=[C:35]([CH3:36])[c:37]3[cH:38][c:39]([F:44])[c:40]([F:43])[cH:41][cH:42]3)[c:7]3[cH:8][cH:9][c:10]([CH3:16])[cH:11][c:12]3[c:13]2[CH2:14][CH2:15]1.